Dataset: the Open Reaction Database (ORD), a public repository of structured organic reaction records. Task: describe an organic reaction: reactants, conditions, products, and yield The reactants are O (water), ClC1=C2C=CNC2=CC=N1 (4-Chloro-5-azaindole), FC1=CC=C(CBr)C=C1 (4-Fluorobenzylbromide), [H-].[Na+] (NaH). Run in CCOC(=O)C (EtOAc), CN(C)C=O (DMF). The product is ClC1=NC=CC2=C1C=CN2CC2=CC=C(C=C2)F (4-chloro-1-(4-fluorobenzyl)-1H-pyrrolo[3,2-c]pyridine). The yield is 48.8%. Reaction SMILES: [Cl:1][C:2]1[N:10]=[CH:9][CH:8]=[C:7]2[C:3]=1[CH:4]=[CH:5][NH:6]2.[F:11][C:12]1[CH:19]=[CH:18][C:15]([CH2:16]Br)=[CH:14][CH:13]=1.[H-].[Na+].O>CN(C=O)C.CCOC(C)=O>[Cl:1][C:2]1[C:3]2[CH:4]=[CH:5][N:6]([CH2:16][C:15]3[CH:18]=[CH:19][C:12]([F:11])=[CH:13][CH:14]=3)[C:7]=2[CH:8]=[CH:9][N:10]=1 |f:2.3|. Procedure details: To 4-Chloro-5-azaindole (120 mg, 079 mmol) in 5 ml DMF was added 4-Fluorobenzylbromide (0.120 ml, 0.95 mmol) then add NaH (32 mg, 0.79 mmol) and stir at room temperature overnight. Work up reaction by adding water and EtOAc then extract three times with EtOAc. Pool all organics and wash one time with brine then dry over sodium sulfate, filter and concentrate to dryness. The residue was purified by chromatography over silica gel (eluted with Hexanes/EtOAc 99:1 to 50:50) to provide 100 mg (50%) of... The reactants are CC1=C(C(=O)C2=C(C1=O)N3C[C@H]4[C@@H]([C@@]3([C@@H]2COC(=O)N)OC)N4C)OC (N-methylmitomycin A), Cl.ClCCN (2-chloroethylamine hydrochloride), C(C)(=O)[O-].[Na+] (sodium acetate). The solvent is CO (methanol), CO (methanol), CO (methanol). Conditions: time 10 minute. Yields the product C(N)(O)=O.OCC1C2(N(C=3C(C(=C(C(C13)=O)NCCCl)C)=O)CC1C2N1C)OC (1,1a,2,8,8a,8b-Hexahydro-8(hydroxymethyl)-8a-methoxy-1,5-dimethyl-6-(2-chloroethylamino)-azirino[2',3':3,4]pyrrolo[1,2-a]indole-4,7-dione carbamate). The yield is 82.9%. As a reaction SMILES: [CH3:1][C:2]1[C:8](=[O:9])[C:7]2[N:10]3[C@@:14]([O:21][CH3:22])([C@H:15]([CH2:16][O:17][C:18]([NH2:20])=[O:19])[C:6]=2[C:4](=[O:5])[C:3]=1OC)[C@H:13]1[N:23]([CH3:24])[C@H:12]1[CH2:11]3.Cl.[Cl:28][CH2:29][CH2:30][NH2:31].C([O-])(=O)C.[Na+]>CO>[C:18](=[O:17])([OH:19])[NH2:20].[OH:17][CH2:16][CH:15]1[C:6]2[C:4](=[O:5])[C:3]([NH:31][CH2:30][CH2:29][Cl:28])=[C:2]([CH3:1])[C:8](=[O:9])[C:7]=2[N:10]2[CH2:11][CH:12]3[N:23]([CH3:24])[CH:13]3[C:14]12[O:21][CH3:22] |f:1.2,3.4,6.7|. Procedure: To a solution of 33 mg (0.09 mmol) of N-methylmitomycin A in 5 ml of anhydrous methanol, a solution of 56 mg of 2-chloroethylamine hydrochloride (0.5 mmol) in 2.5 ml of methanol and a solution of 41 mg sodium acetate (0.5 mmol) in 2.5 ml of methanol were added alternatively with constant stirring over a period of 10 minutes. The stirred reaction mixture was checked frequently by TLC and the reaction appeared to be complete in 24 hours. The solvent was evaporated and the residue was chromatograph... The reactants are [Cl-].[Al+3].[Cl-].[Cl-] (aluminium chloride), Cl.C(C1=CN=CC=C1)(=O)Cl (nicotinic acid chloride hydrochloride), FC1=CC=CC=C1 (fluorobenzene), [OH-].[Na+] (sodium hydroxide). Reaction conditions: temperature 0 celsius. Yields the product FC1=CC=C(C(=O)C=2C=NC=CC2)C=C1 (3-(4-fluorobenzoyl)pyridine). Reaction SMILES: Cl.[C:2](Cl)(=[O:9])[C:3]1[CH:8]=[CH:7][CH:6]=[N:5][CH:4]=1.[Cl-].[Al+3].[Cl-].[Cl-].[OH-].[Na+].[F:17][C:18]1[CH:23]=[CH:22][CH:21]=[CH:20][CH:19]=1>>[F:17][C:18]1[CH:23]=[CH:22][C:21]([C:2]([C:3]2[CH:4]=[N:5][CH:6]=[CH:7][CH:8]=2)=[O:9])=[CH:20][CH:19]=1 |f:0.1,2.3.4.5,6.7|. Procedure: To a suspension of 140 g of nicotinic acid chloride hydrochloride in 500 ml of fluorobenzene cooled to 0° C. are added 280 g of aluminium chloride portionwise. The mixture is held under reflux for 6 hours, cooled and then poured onto ice. After the addition of sodium hydroxide up to pH=8, the mixture is extracted with dichloromethane. The organic phase is dried over magnesium sulphate and then evaporated under vacuum. The residue crystallises in a pentane/diisopropyl ether mixture giving 108.5 g... The reactants are C1CCOC1, CC(Cc1ccc(-c2ccc(F)cn2)cc1)c1nc(CC(C)(C)C)cn1S(=O)(=O)N(C)C, [Na+], [OH-]. Product: CC(Cc1ccc(-c2ccc(F)cn2)cc1)c1nc(CC(C)(C)C)c[nH]1. RXN SMILES: [CH2:35]1[O:36][CH2:37][CH2:38][CH2:39]1.[CH3:1][C:2]([CH2:3][c:4]1[n:5][c:6]([CH:15]([CH2:16][c:17]2[cH:18][cH:19][c:20](-[c:23]3[n:24][cH:25][c:26]([F:29])[cH:27][cH:28]3)[cH:21][cH:22]2)[CH3:30])[n:7]([S:9]([N:10]([CH3:11])[CH3:12])(=[O:13])=[O:14])[cH:8]1)([CH3:31])[CH3:32].[Na+:34].[OH-:33]>>[CH3:1][C:2]([CH2:3][c:4]1[n:5][c:6]([CH:15]([CH2:16][c:17]2[cH:18][cH:19][c:20](-[c:23]3[n:24][cH:25][c:26]([F:29])[cH:27][cH:28]3)[cH:21][cH:22]2)[CH3:30])[nH:7][cH:8]1)([CH3:31])[CH3:32]. The reactants are CC[N+](CC)(CC)Cc1ccccc1, [Cl-], ClCCBr, [Na+], [OH-], O=C(O)Cc1ccncc1. Product: O=C(O)C1(c2ccncc2)CC1. Reaction SMILES: [CH2:18]([N+:19]([CH2:20][CH3:21])([CH2:22][CH3:23])[CH2:24][CH3:25])[c:26]1[cH:27][cH:28][cH:29][cH:30][cH:31]1.[Cl-:17].[Cl:11][CH2:12][CH2:13][Br:14].[Na+:16].[OH-:15].[n:1]1[cH:2][cH:3][c:4]([CH2:7][C:8](=[O:9])[OH:10])[cH:5][cH:6]1>>[n:1]1[cH:2][cH:3][c:4]([C:7]2([C:8](=[O:9])[OH:10])[CH2:12][CH2:13]2)[cH:5][cH:6]1. The reactants are Cc1ccc(S(=O)(=O)O)cc1, CO, O=C(O)C1(c2ccc(O)c(O)c2)CC1. Yields the product COC(=O)C1(c2ccc(O)c(O)c2)CC1. Reaction SMILES: [CH3:15][c:16]1[cH:17][cH:18][c:19]([S:20](=[O:21])(=[O:22])[OH:23])[cH:24][cH:25]1.[CH3:26][OH:27].[OH:1][c:2]1[cH:3][c:4]([C:9]2([C:12](=[O:13])[OH:14])[CH2:10][CH2:11]2)[cH:5][cH:6][c:7]1[OH:8]>>[OH:1][c:2]1[cH:3][c:4]([C:9]2([C:12](=[O:13])[O:14][CH3:15])[CH2:10][CH2:11]2)[cH:5][cH:6][c:7]1[OH:8]. Reactants: CN(C1=C(C(=O)NC2CCN(CC2)C(C2=CC=CC=C2)C2=CC=CC=C2)C(=CC=C1)[N+](=O)[O-])C (2-dimethylamino-6-nitro-N-(1-diphenylmethylpiperidin-4-yl)benzamide). Reagents/catalysts: [Ni] (Raney Nickel). Solvent: CCO (EtOH). Conditions: time 4 hour. The product is NC1=C(C(=O)NC2CCN(CC2)C(C2=CC=CC=C2)C2=CC=CC=C2)C(=CC=C1)N(C)C (2-amino-6-dimethylamino-N-(1-diphenylmethylpiperidin-4-yl) benzamide). As a reaction SMILES: [CH3:1][N:2]([CH3:34])[C:3]1[CH:30]=[CH:29][CH:28]=[C:27]([N+:31]([O-])=O)[C:4]=1[C:5]([NH:7][CH:8]1[CH2:13][CH2:12][N:11]([CH:14]([C:21]2[CH:26]=[CH:25][CH:24]=[CH:23][CH:22]=2)[C:15]2[CH:20]=[CH:19][CH:18]=[CH:17][CH:16]=2)[CH2:10][CH2:9]1)=[O:6]>[Ni].CCO>[NH2:31][C:27]1[CH:28]=[CH:29][CH:30]=[C:3]([N:2]([CH3:34])[CH3:1])[C:4]=1[C:5]([NH:7][CH:8]1[CH2:13][CH2:12][N:11]([CH:14]([C:15]2[CH:16]=[CH:17][CH:18]=[CH:19][CH:20]=2)[C:21]2[CH:26]=[CH:25][CH:24]=[CH:23][CH:22]=2)[CH2:10][CH2:9]1)=[O:6]. Reported procedure: Step 4): A mixture of 2-dimethylamino-6-nitro-N-(1-diphenylmethylpiperidin-4-yl)benzamide (1.60 g, 3.5 mmol) and Raney Nickel in EtOH (75 ml) was stirred under H2 at room temperature for 4 hours. The mixture was filtered, and the filtrate was concentrated under vacuum to obtain 2-amino-6-dimethylamino-N-(1-diphenylmethylpiperidin-4-yl) benzamide. 1.42 g (95%).